The task is: describe an organic reaction: reactants, conditions, products, and yield. This data is from the Open Reaction Database (ORD), a public repository of structured organic reaction records. The reactants are [Si](C)(C)(C(C)(C)C)OCC(CC#CC(C)=O)(CC=CC1=C(C=CC=C1)Cl)CO[Si](C)(C)C(C)(C)C (6,6-bis(((tert-butyldimethylsilyl)oxy)methyl)-9-(2-chlorophenyl)non-8-en-3-yn-2-one), CCOCC.CCCCCC (Et2O n-hexane). Run in ClC1=C(C=CC=C1)Cl (1,2-dichlorobenzene). Product: [Si](C)(C)(C(C)(C)C)OCC1(CC=2C(=CC3=C(C=CC=C3C2C(C)=O)Cl)C1)CO[Si](C)(C)C(C)(C)C (1-(2,2-bis(((tert-butyldimethylsilyl)oxy)methyl)-8-chloro-2,3-dihydro-1H-cyclopenta[b]naphthalen-4-yl)ethanone). Yield: 92.0%. As a reaction SMILES: [Si:1]([O:8][CH2:9][C:10]([CH2:27][O:28][Si:29]([C:32]([CH3:35])([CH3:34])[CH3:33])([CH3:31])[CH3:30])([CH2:17][CH:18]=[CH:19][C:20]1[CH:25]=[CH:24][CH:23]=[CH:22][C:21]=1[Cl:26])[CH2:11][C:12]#[C:13][C:14](=[O:16])[CH3:15])([C:4]([CH3:7])([CH3:6])[CH3:5])([CH3:3])[CH3:2].CCOCC.CCCCCC>ClC1C=CC=CC=1Cl>[Si:1]([O:8][CH2:9][C:10]1([CH2:27][O:28][Si:29]([C:32]([CH3:35])([CH3:34])[CH3:33])([CH3:31])[CH3:30])[CH2:17][C:18]2=[CH:19][C:20]3[C:25]([C:13]([C:14](=[O:16])[CH3:15])=[C:12]2[CH2:11]1)=[CH:24][CH:23]=[CH:22][C:21]=3[Cl:26])([C:4]([CH3:5])([CH3:7])[CH3:6])([CH3:3])[CH3:2] |f:1.2|. Procedure: To a 2-5 mL microwave irradiation vial equipped with a stir bar was added compound 4c (0.09 g, 0.17 mmol) in 1,2-dichlorobenzene (3 mL). The reaction was irradiated with stirring at 180° C. for 45 min until complete by TLC (Et2O/n-hexane 1:9). The solution was directly added to a silica gel column, which was eluted with n-hexane to separate the 1,2-dichlorobenzene and then Et2O/n-hexane 2:8 to collect the pure product. The title compound was isolated as a light yellow oil in a 92% yield (0.083 g... The reactants are COc1cccc(S)c1, Cc1cc(Nc2cc3ccccc3c(Cl)n2)n[nH]1. Yields the product COc1cccc(Sc2nc(Nc3cc(C)[nH]n3)cc3ccccc23)c1. RXN SMILES: [CH3:1][O:2][c:3]1[cH:4][c:5]([SH:9])[cH:6][cH:7][cH:8]1.[Cl:10][c:11]1[n:12][c:13]([NH:21][c:22]2[n:23][nH:24][c:25]([CH3:27])[cH:26]2)[cH:14][c:15]2[cH:16][cH:17][cH:18][cH:19][c:20]12>>[CH3:1][O:2][c:3]1[cH:4][c:5]([S:9][c:11]2[n:12][c:13]([NH:21][c:22]3[n:23][nH:24][c:25]([CH3:27])[cH:26]3)[cH:14][c:15]3[cH:16][cH:17][cH:18][cH:19][c:20]23)[cH:6][cH:7][cH:8]1. Starting materials: CC(=O)O, CC#N, CC=O, Cn1nc(CNc2ccc(F)cc2)cc1-c1cccc(C(C)(C)NS(=O)(=O)CC(F)(F)F)c1. Yields the product CCN(Cc1cc(-c2cccc(C(C)(C)NS(=O)(=O)CC(F)(F)F)c2)n(C)n1)c1ccc(F)cc1. Reaction SMILES: [C:37]([OH:38])(=[O:39])[CH3:40].[CH3:41][C:42]#[N:43].[CH:34]([CH3:35])=[O:36].[F:1][C:2]([CH2:3][S:4](=[O:5])(=[O:6])[NH:7][C:8]([CH3:9])([CH3:10])[c:11]1[cH:12][c:13](-[c:17]2[cH:18][c:19]([CH2:23][NH:24][c:25]3[cH:26][cH:27][c:28]([F:31])[cH:29][cH:30]3)[n:20][n:21]2[CH3:22])[cH:14][cH:15][cH:16]1)([F:32])[F:33]>>[F:1][C:2]([CH2:3][S:4](=[O:5])(=[O:6])[NH:7][C:8]([CH3:9])([CH3:10])[c:11]1[cH:12][c:13](-[c:17]2[cH:18][c:19]([CH2:23][N:24]([c:25]3[cH:26][cH:27][c:28]([F:31])[cH:29][cH:30]3)[CH2:34][CH3:35])[n:20][n:21]2[CH3:22])[cH:14][cH:15][cH:16]1)([F:32])[F:33]. Reactants: O (water), [Br-].[Na+] (sodium bromide), ClCl (chlorine), O1C(=CC=C1)C(C)O (1(2-furyl)-1-ethanol), alcohol, ClCl (chlorine), alcohol. Run in O1CCCC1 (tetrahydrofuran), O1CCCC1 (tetrahydrofuran). Product: CC1=C(C(=O)C=CO1)O (maltol). The yield is 55.0%. As a reaction SMILES: [OH2:1].[Br-].[Na+].[O:4]1[CH:8]=[CH:7][CH:6]=[C:5]1[CH:9]([OH:11])[CH3:10].ClCl>O1CCCC1>[CH3:10][C:9]1[O:11][CH:8]=[CH:7][C:6](=[O:1])[C:5]=1[OH:4] |f:1.2|. Reported procedure: In a 3-neck round bottom flask equipped with a stirring bar, a gas inlet tube and an addition funnel was added 20 ml of tetrahydrofuran, 50 ml of water and sodium bromide (0.20 mole). The solution was cooled to a temperature of 0° to 20° C. The addition funnel was charged with a solution of 1(2-furyl)-1-ethanol (0.18 mole) in 20 ml of tetrahydrofuran and this was added dropwise to the rapidly stirred reaction flask while gaseous chlorine (0.40 mole) is added via the gaseous inlet tube. The rate ...